This data is from the Open Reaction Database (ORD), a public repository of structured organic reaction records. The task is: describe an organic reaction: reactants, conditions, products, and yield Reactants: C(C)(C)(C)OC(=O)NC1C(N(CCN(C1)C(=O)OCC1=CC=CC=C1)CC(F)(F)F)=O (benzyl 6-[(tert-butoxycarbonyl)amino]-5-oxo-4-(2,2,2-trifluoroethyl)-1,4-diazepane-1-carboxylate). Reagents/catalysts: [Pd] (Palladium on carbon). The solvent is C(C)O (ethanol). Conditions: time 18 hour. The product is O=C1C(CNCCN1CC(F)(F)F)NC(OC(C)(C)C)=O (tert-Butyl 7-oxo-1-(2,2,2-trifluoroethyl)-1,4-diazepan-6-ylcarbamate). Yield: 102.2%. Reaction SMILES: [C:1]([O:5][C:6]([NH:8][CH:9]1[CH2:15][N:14](C(OCC2C=CC=CC=2)=O)[CH2:13][CH2:12][N:11]([CH2:26][C:27]([F:30])([F:29])[F:28])[C:10]1=[O:31])=[O:7])([CH3:4])([CH3:3])[CH3:2]>[Pd].C(O)C>[O:31]=[C:10]1[N:11]([CH2:26][C:27]([F:28])([F:29])[F:30])[CH2:12][CH2:13][NH:14][CH2:15][CH:9]1[NH:8][C:6](=[O:7])[O:5][C:1]([CH3:3])([CH3:2])[CH3:4]. Procedure: 10% Palladium on carbon (77 mg) was added to a solution of benzyl 6-[(tert-butoxycarbonyl)amino]-5-oxo-4-(2,2,2-trifluoroethyl)-1,4-diazepane-1-carboxylate (590 mg, 1.32 mmol) in ethanol (20 mL). The reaction vessel was evacuated and back-filled with nitrogen (3×), then back-filled with hydrogen (1 atm). After 18 h, the mixture was filtered and concentrated to give. the title compound (420 mg). MS 312 (M+1). 1H NMR (500 MHz, CDCl3) δ 5.83 (s, 1H), 4.53-4.49 (m, 1H), 4.29-4.20 (m, 1H), 3.96-3.88 ... The reactants are OC1=Cc2ccccc2C=Cc2cc(Br)ccc21, CCOCC, ClCCl, O=[Cr](=O)([O-])O[Cr](=O)(=O)[O-], c1cc[nH+]cc1, c1cc[nH+]cc1. Product: O=C1Cc2ccccc2C=Cc2cc(Br)ccc21. As a reaction SMILES: [Br:1][c:2]1[cH:3][c:4]2[c:5]([cH:17][cH:18]1)[C:6]([OH:16])=[CH:7][c:8]1[c:9]([cH:12][cH:13][cH:14][cH:15]1)[CH:10]=[CH:11]2.[CH3:40][CH2:41][O:42][CH2:43][CH3:44].[Cl:45][CH2:46][Cl:47].[Cr:19]([O:20][Cr:21]([O-:22])(=[O:23])=[O:24])([O-:25])(=[O:26])=[O:27].[nH+:28]1[cH:29][cH:30][cH:31][cH:32][cH:33]1.[nH+:34]1[cH:35][cH:36][cH:37][cH:38][cH:39]1>>[Br:1][c:2]1[cH:3][c:4]2[c:5]([cH:17][cH:18]1)[C:6](=[O:16])[CH2:7][c:8]1[c:9]([cH:12][cH:13][cH:14][cH:15]1)[CH:10]=[CH:11]2. Starting materials: C1(=CC=CC=C1)C1=NC=CC(=C1)C1=CN=C2N1N=CC(=C2)C=2C=C(C(=O)O)C=CC2 (3-[3-(2-Phenyl-pyridin-4-yl)imidazo[1,2-b]pyridazin-7-yl]benzoic acid), C(C)OC(C1=CC(=CC=C1)C1=CC=2N(N=C1)C(=CN2)C2=CC(=C(C=C2)O)OC)=O (3-[3-(4-Hydroxy-3-methoxy-phenyl)-imidazo[1,2-b]pyridazin-7-yl]-benzoic acid ethyl ester). Product: OC1=C(C=C(C=C1)C1=CN=C2N1N=CC(=C2)C=2C=C(C(=O)O)C=CC2)OC (3-[3-(4-Hydroxy-3-methoxy-phenyl)-imidazo-[1,2-b]-pyridazin-7-yl]-benzoic acid). As a reaction SMILES: C1(C2C=C(C3N4N=CC(C5C=C(C=CC=5)C(O)=O)=CC4=NC=3)C=CN=2)C=CC=CC=1.C([O:33][C:34](=[O:59])[C:35]1[CH:40]=[CH:39][CH:38]=[C:37]([C:41]2[CH:46]=[N:45][N:44]3[C:47]([C:50]4[CH:55]=[CH:54][C:53]([OH:56])=[C:52]([O:57][CH3:58])[CH:51]=4)=[CH:48][N:49]=[C:43]3[CH:42]=2)[CH:36]=1)C>>[OH:56][C:53]1[CH:54]=[CH:55][C:50]([C:47]2[N:44]3[N:45]=[CH:46][C:41]([C:37]4[CH:36]=[C:35]([CH:40]=[CH:39][CH:38]=4)[C:34]([OH:59])=[O:33])=[CH:42][C:43]3=[N:49][CH:48]=2)=[CH:51][C:52]=1[O:57][CH3:58]. Procedure details: This example is prepared by an analogous method to 3-[3-(2-Phenyl-pyridin-4-yl)imidazo[1,2-b]pyridazin-7-yl]benzoic acid (Ex. 52) by replacing 3-[3-(2-Phenyl-pyridin-4-yl)-imidazo[1,2-b]pyridazin-7-yl]-benzoic acid ethyl ester (Ex 42) with 3-[3-(4-Hydroxy-3-methoxy-phenyl)-imidazo[1,2-b]pyridazin-7-yl]-benzoic acid ethyl ester (Ex. 40). Starting materials: NC=1C=NC=CC1NC(=S)NC (N-(3-amino-4-pyridinyl)-N'- methylthiourea), O1CCCC1 (tetrahydrofuran). Reagents/catalysts: [Hg]=O (mercury (II)oxide). The solvent is C(C)#N (acetonitrile). Product: CNC1=NC2=C(C=NC=C2)N1 (N-methyl-3H-imidazo[4,5-c]pyridin-2-amine). As a reaction SMILES: [NH2:1][C:2]1[CH:3]=[N:4][CH:5]=[CH:6][C:7]=1[NH:8][C:9]([NH:11][CH3:12])=S.O1CCCC1>[Hg]=O.C(#N)C>[CH3:12][NH:11][C:9]1[NH:1][C:2]2[CH:3]=[N:4][CH:5]=[CH:6][C:7]=2[N:8]=1. Procedure: A mixture of 7.3 parts of N-(3-amino-4-pyridinyl)-N'- methylthiourea, 15 parts of mercury (II)oxide, 90 parts of tetrahydrofuran and 80 parts of acetonitrile was stirred and refluxed for 20 hours. The reaction mixture was filtered hot over Hyflo and the filter-cake was washed with 240 parts of boiling ethanol. The filtrate was evaporated in vacuo and the residue was boiled in acetonitrile. The product was filtered off and dried, yielding 5 parts of N-methyl-3H-imidazo[4,5-c]pyridin-2-amine; mp. ... The reactants are FC1=NC=C(C=C1)C(=C)C (2-fluoro-5-(prop-1-en-2-yl)pyridine), C(C)(C)C1=CC=NC=C1 (4-isopropylpyridine). Yields the product FC1=NC=C(C=C1)C(C)C (2-fluoro-5-isopropylpyridine). RXN SMILES: [F:1][C:2]1[CH:7]=[CH:6][C:5]([C:8]([CH3:10])=[CH2:9])=[CH:4][N:3]=1.C(C1C=CN=CC=1)(C)C>>[F:1][C:2]1[CH:7]=[CH:6][C:5]([CH:8]([CH3:10])[CH3:9])=[CH:4][N:3]=1. Reported procedure: 2-fluoro-5-isopropylpyridine was synthesized from 2-fluoro-5-(prop-1-en-2-yl)pyridine following the general procedure as described for 4-isopropylpyridine. Reactants: N(=NC(=O)N1CCCCC1)C(=O)N1CCCCC1 (1,1′-(azodicarbonyl)-dipiperidine), FC(C1=CC=C(C=C1)C1=CC=C(S1)CO)(F)F ([5-(4-Trifluoromethyl-phenyl)-thiophen-2-yl]-methanol), COC(CCC1=C(C=C(C=C1)O)C)=O (3-(4-Hydroxy-2-methyl-phenyl)-propionic acid methyl ester), C(CCC)P(CCCC)CCCC (tributylphosphine). The solvent is CCCCCC (hexane), C1(=CC=CC=C1)C (toluene), C1(=CC=CC=C1)C (toluene). Reaction conditions: time 8 hour. Yields the product COC(CCC1=C(C=C(C=C1)OCC=1SC(=CC1)C1=CC=C(C=C1)C(F)(F)F)C)=O (3-{2-Methyl-4-[5-(4-trifluoromethyl-phenyl)-thiophen-2-ylmethoxy]-phenyl}-propionic acid methyl ester). As a reaction SMILES: [F:1][C:2]([F:17])([F:16])[C:3]1[CH:8]=[CH:7][C:6]([C:9]2[S:13][C:12]([CH2:14][OH:15])=[CH:11][CH:10]=2)=[CH:5][CH:4]=1.[CH3:18][O:19][C:20](=[O:31])[CH2:21][CH2:22][C:23]1[CH:28]=[CH:27][C:26](O)=[CH:25][C:24]=1[CH3:30].C(P(CCCC)CCCC)CCC.N(C(N1CCCCC1)=O)=NC(N1CCCCC1)=O>C1(C)C=CC=CC=1.CCCCCC>[CH3:18][O:19][C:20](=[O:31])[CH2:21][CH2:22][C:23]1[CH:28]=[CH:27][C:26]([O:15][CH2:14][C:12]2[S:13][C:9]([C:6]3[CH:5]=[CH:4][C:3]([C:2]([F:16])([F:1])[F:17])=[CH:8][CH:7]=3)=[CH:10][CH:11]=2)=[CH:25][C:24]=1[CH3:30]. Procedure details: To a solution of [5-(4-Trifluoromethyl-phenyl)-thiophen-2-yl]-methanol (0.063 g, 0.232 mmole) and 3-(4-Hydroxy-2-methyl-phenyl)-propionic acid methyl ester (0.045 g, 0.232 mmole) in toluene (2 mL) at room temperature, is added tributylphosphine (0.087 mL, 0.348 mmole) followed by a solution of 1,1′-(azodicarbonyl)-dipiperidine (0.088 g, 0.348 mmole) in toluene (2 mL). The reaction is stirred overnight, and then diluted with hexane (10 mL). The precipitate is removed through filtration and the fi... Reactants: O=C1CCC2(CC1)OCCO2, C1CCOC1, Cc1ccccc1CCl. The product is Cc1ccccc1CC1(O)CCC2(CC1)OCCO2. RXN SMILES: [CH2:10]1[CH2:11][O:12][C:13]2([CH2:14][CH2:15][C:16](=[O:19])[CH2:17][CH2:18]2)[O:20]1.[CH2:21]1[O:22][CH2:23][CH2:24][CH2:25]1.[CH3:1][c:2]1[c:3]([CH2:4][Cl:5])[cH:6][cH:7][cH:8][cH:9]1>>[CH3:1][c:2]1[c:3]([CH2:4][C:16]2([OH:19])[CH2:15][CH2:14][C:13]3([O:12][CH2:11][CH2:10][O:20]3)[CH2:18][CH2:17]2)[cH:6][cH:7][cH:8][cH:9]1.